describe an organic reaction: reactants, conditions, products, and yield From a dataset of the Open Reaction Database (ORD), a public repository of structured organic reaction records. Starting materials: C(C)(=O)C1=NSC2=C1C=C(C=C2)N2C(N(C(=CC2=O)C(F)(F)F)C)=O (3-(3-acetyl-1,2-benzisothiazol-5-yl)-1-methyl-6-(trifluoromethyl)-2,4(1H,3H)-pyrimidinedione), resultant mixture, BrBr (bromine). Reagents/catalysts: Br (hydrobromic acid). Run in C(C)(=O)OCC (ethyl acetate), C(C)(=O)OCC (ethyl acetate), C(C)(=O)OCC (ethyl acetate). Yields the product BrCC(=O)C1=NSC2=C1C=C(C=C2)N2C(N(C(=CC2=O)C(F)(F)F)C)=O (3-[3-(Bromoacetyl)-1,2-benzisothiazol-5-yl]-1-methyl-6-(trifluoromethyl)-2,4(1H,3H)-pyrimidinedione), solid. As a reaction SMILES: [C:1]([C:4]1[C:8]2[CH:9]=[C:10]([N:13]3[C:18](=[O:19])[CH:17]=[C:16]([C:20]([F:23])([F:22])[F:21])[N:15]([CH3:24])[C:14]3=[O:25])[CH:11]=[CH:12][C:7]=2[S:6][N:5]=1)(=[O:3])[CH3:2].[Br:26]Br>C(OCC)(=O)C.Br>[Br:26][CH2:2][C:1]([C:4]1[C:8]2[CH:9]=[C:10]([N:13]3[C:18](=[O:19])[CH:17]=[C:16]([C:20]([F:22])([F:23])[F:21])[N:15]([CH3:24])[C:14]3=[O:25])[CH:11]=[CH:12][C:7]=2[S:6][N:5]=1)=[O:3]. Reported procedure: To a solution of 3-(3-acetyl-1,2-benzisothiazol-5-yl)-1-methyl-6-(trifluoromethyl)-2,4(1H,3H)-pyrimidinedione (0.800 g, 0.00217 mol) in ethyl acetate at room temperature is added hydrobromic acid (48%, 3 drops) followed by bromine in ethyl acetate (0.522 M, 4.35 ml, 0.00277 mol). The resultant mixture is stirred two hours at reflux, cooled to room temperature, diluted with ethyl acetate, washed sequentially with sodium thiosulfate, saturated sodium bicarbonate and brine, dried over anhydrous mag...